This data is from the Open Reaction Database (ORD), a public repository of structured organic reaction records. The task is: describe an organic reaction: reactants, conditions, products, and yield Run in C[O-].[Na+] (sodium methylate), CO (methanol). Procedure: 0.024 mole (4.5 g) of 2,6-diamino-4-chloronitrobenzene in 9 ml of N-methylpyrrolidone and 22.5 ml of 30% sodium methylate in methanol were refluxed for 4 hours 30 minutes. Upon dilution of the reaction medium with water, the desired product precipitated out. After filtering, water washing and vacuum drying in the presence of P2O5, the product obtained was recrystallized from toluene; a black insoluble product was eliminated by hot filtration. The desired product melted at 140° C. Reaction SMILES: [NH2:1][C:2]1[CH:7]=[C:6](Cl)[CH:5]=[C:4]([NH2:9])[C:3]=1[N+:10]([O-:12])=[O:11].CN1CCC[C:15]1=[O:19]>C[O-].[Na+].CO>[NH2:1][C:2]1[CH:7]=[C:6]([O:19][CH3:15])[CH:5]=[C:4]([NH2:9])[C:3]=1[N+:10]([O-:12])=[O:11] |f:2.3|. The product is NC1=C(C(=CC(=C1)OC)N)[N+](=O)[O-] (2,6-diamino-4-methoxynitrobenzene). The reactants are NC1=C(C(=CC(=C1)Cl)N)[N+](=O)[O-] (2,6-diamino-4-chloronitrobenzene), CN1C(CCC1)=O (N-methylpyrrolidone). Reactants: C(#N)C=1C=C(C=CC1)C1SC[C@H](N1)C(=O)O ((4R)-2-(3-cyanophenyl)-4-thiazolidinecarboxylic acid), C(CCCCCC(=O)Cl)(=O)Cl (heptanedioyl dichloride), Cl (hydrochloric acid). The solvent is O (water), C([O-])([O-])=O.[Na+].[Na+] (sodium carbonate). Conditions: time 30 minute. Product: C(CCCCCC(=O)N1C(SC[C@H]1C(=O)O)C1=CC(=CC=C1)C#N)(=O)N1C(SC[C@H]1C(=O)O)C1=CC(=CC=C1)C#N ((4R,4'R)-3,3'-(heptanedioyl)bis[2-(3-cyanophenyl)-4-thiazolidinecarboxylic acid]). Yield: 58.9%. Reaction SMILES: [C:1]([C:3]1[CH:4]=[C:5]([CH:9]2[NH:13][C@H:12]([C:14]([OH:16])=[O:15])[CH2:11][S:10]2)[CH:6]=[CH:7][CH:8]=1)#[N:2].[C:17](Cl)(=[O:26])[CH2:18][CH2:19][CH2:20][CH2:21][CH2:22][C:23](Cl)=[O:24].Cl>C(=O)([O-])[O-].[Na+].[Na+].O>[C:17]([N:13]1[C@H:12]([C:14]([OH:16])=[O:15])[CH2:11][S:10][CH:9]1[C:5]1[CH:6]=[CH:7][CH:8]=[C:3]([C:1]#[N:2])[CH:4]=1)(=[O:26])[CH2:18][CH2:19][CH2:20][CH2:21][CH2:22][C:23]([N:13]1[C@H:12]([C:14]([OH:16])=[O:15])[CH2:11][S:10][CH:9]1[C:5]1[CH:6]=[CH:7][CH:8]=[C:3]([C:1]#[N:2])[CH:4]=1)=[O:24] |f:3.4.5|. Procedure: To a stirred solution of (4R)-2-(3-cyanophenyl)-4-thiazolidinecarboxylic acid (4.7 g) in 1M sodium carbonate (30 ml), heptanedioyl dichloride (2.1 g) was added dropwise under ice-cooling. The reaction mixture was stirred for 30 minutes at the same temperature, and filtered to give the precipitates. The precipitates were dissolved in hot water (100 ml), and acidified with concentrated hydrochloric acid. The separated crystals were collected by filtration to give 3.5 g (59%) of the titled compound... Reactants: N(=[N+]=[N-])C(C1=C(N=CS1)C)C1=COC=C1 (1-Azido-1-(3-furyl)-1-(4-methyl-5-thiazolyl)methane). Reagents/catalysts: [Pd] (palladium-on-charcoal). The solvent is C(C)O (ethanol). The product is O1C=C(C=C1)C(C1=C(N=CS1)C)N (1-(3-Furyl)-1-(4-methyl-5-thiazolyl)methylamine). As a reaction SMILES: [N:1]([CH:4]([C:11]1[CH:15]=[CH:14][O:13][CH:12]=1)[C:5]1[S:9][CH:8]=[N:7][C:6]=1[CH3:10])=[N+]=[N-]>C(O)C.[Pd]>[O:13]1[CH:14]=[CH:15][C:11]([CH:4]([NH2:1])[C:5]2[S:9][CH:8]=[N:7][C:6]=2[CH3:10])=[CH:12]1. Procedure details: The product from Example 53 in ethanol was shaken with 10% palladium-on-charcoal under an atmosphere of hydrogen for 3 hours. The catalyst was filtered off and the filtrate was evaporated to dryness. Flash chromatography of the residue thus obtained gave the title compound.